This data is from the Open Reaction Database (ORD), a public repository of structured organic reaction records. The task is: describe an organic reaction: reactants, conditions, products, and yield Starting materials: NC=1C2=C(N=CN1)P=CN2 (7-Amino-1H-1,3-azaphospholo[4,5-d]pyrimidine), BrCCCCC (1-bromopentane), NC=1C2=C(N=CN1)P=CN2 (7-Amino-1H-1,3-azaphospholo[4,5-d]pyrimidine), [H-].[Na+] (sodium hydride). Solvent: CN(C)C=O (DMF), ClCCl (dichloromethane), CO (methanol). Reaction conditions: time 40 minute. The product is NC=1C2=C(N=CN1)P=CN2CCCCC (7-Amino-1-(n-pentyl)-1,3-azaphospholo[4,5-d]pyrimidine). Yield: 71.3%. As a reaction SMILES: [NH2:1][C:2]1[C:3]2[NH:10][CH:9]=[P:8][C:4]=2[N:5]=[CH:6][N:7]=1.[H-].[Na+].Br[CH2:14][CH2:15][CH2:16][CH2:17][CH3:18]>CN(C=O)C.ClCCl.CO>[NH2:1][C:2]1[C:3]2[N:10]([CH2:14][CH2:15][CH2:16][CH2:17][CH3:18])[CH:9]=[P:8][C:4]=2[N:5]=[CH:6][N:7]=1 |f:1.2|. Procedure details: 7-Amino-1H-1,3-azaphospholo[4,5-d]pyrimidine (compound 10, 0.25 g, 1.64 mmol, dried by coevaporation with dry DMF, 15 mL) was suspended in dry DMF to which sodium hydride (80 mg, 2 mmol, 60% dispersion in mineral oil) was added under argon atmosphere. The mixture was stirred at room temperature for 40 min and 1-bromopentane (0.25 mL, 2 mmol) was added. The reaction was continued for 3 h and the solvent was evaporated. The residue was coevaporated with toluene (25 mL). The solid thus obtained was... Reactants: COc1ccc2[nH]c(N3CCC(Nc4ccc(C(=O)OC(C)(C)C)cc4)CC3)nc2c1, O=C(O)C(F)(F)F. Product: COc1ccc2[nH]c(N3CCC(Nc4ccc(C(=O)O)cc4)CC3)nc2c1. RXN SMILES: [C:1]([CH3:2])([CH3:3])([CH3:4])[O:5][C:6]([c:7]1[cH:8][cH:9][c:10]([NH:13][CH:14]2[CH2:15][CH2:16][N:17]([c:20]3[n:21][c:22]4[c:23]([nH:24]3)[cH:25][cH:26][c:27]([O:29][CH3:30])[cH:28]4)[CH2:18][CH2:19]2)[cH:11][cH:12]1)=[O:31].[F:32][C:33]([F:34])([F:35])[C:36]([OH:37])=[O:38]>>[O:5]=[C:6]([c:7]1[cH:8][cH:9][c:10]([NH:13][CH:14]2[CH2:15][CH2:16][N:17]([c:20]3[n:21][c:22]4[c:23]([nH:24]3)[cH:25][cH:26][c:27]([O:29][CH3:30])[cH:28]4)[CH2:18][CH2:19]2)[cH:11][cH:12]1)[OH:31]. Starting materials: BrC1=CC=NC=C1C(=O)O (4-bromonicotinic acid), C(=O)([O-])[O-].[Na+].[Na+] (Na2CO3), FC1=C(C#N)C=CC(=C1)Br (2-fluoro-4-bromobenzonitrile), C(C)(=O)[O-].[K+] (potassium acetate), bispinacolatoboronate. The reagents and catalysts are C1=CC=C(C=C1)P([C-]2C=CC=C2)C3=CC=CC=C3.C1=CC=C(C=C1)P([C-]2C=CC=C2)C3=CC=CC=C3.Cl[Pd]Cl.[Fe+2] (PdCl2(dppf)). Run in CN(C)C=O (DMF). Run at temperature 80 celsius, time 18 hour. Yields the product C(C)OC(C1=CN=CC(=C1)C1=CC(=C(C=C1)C#N)F)=O (5-(4-cyano-3-fluoro-phenyl)-nicotinic acid ethyl ester). RXN SMILES: [F:1][C:2]1[CH:9]=[C:8](Br)[CH:7]=[CH:6][C:3]=1[C:4]#[N:5].[C:11]([O-])(=O)[CH3:12].[K+].Br[C:17]1[C:22]([C:23]([OH:25])=[O:24])=[CH:21][N:20]=[CH:19][CH:18]=1.C([O-])([O-])=O.[Na+].[Na+]>CN(C=O)C.C1C=CC(P(C2C=CC=CC=2)[C-]2C=CC=C2)=CC=1.C1C=CC(P(C2C=CC=CC=2)[C-]2C=CC=C2)=CC=1.Cl[Pd]Cl.[Fe+2]>[CH2:11]([O:25][C:23](=[O:24])[C:22]1[CH:17]=[C:18]([C:8]2[CH:7]=[CH:6][C:3]([C:4]#[N:5])=[C:2]([F:1])[CH:9]=2)[CH:19]=[N:20][CH:21]=1)[CH3:12] |f:1.2,4.5.6,8.9.10.11|. Reported procedure: A solution of 2-fluoro-4-bromobenzonitrile in DMF is treated with potassium acetate, bispinacolatoboronate (1.1 equiv.) and catalytic PdCl2(dppf) and heated for 2 h at 80° C. The reaction mixture is cooled to room temperature and 4-bromonicotinic acid (1 equiv.) is added along with fresh catalyst and 2 M Na2CO3 and the resulting mixture is stirred at 80° C. for 18 h. Solvent is removed and the residue is treated with 4N HCl/dioxane in refluxing ethanol for 18 h. The reaction is evaporated and th...